This data is from the Open Reaction Database (ORD), a public repository of structured organic reaction records. The task is: describe an organic reaction: reactants, conditions, products, and yield Starting materials: ClC1=C(O[Si](C(C)C)(C(C)C)C(C)C)C=CC(=C1)I ((2-chloro-4-iodophenoxy)(triisopropyl)silane), C(C)(C)(C)C1=NNC(=C1)N (3-tert-butyl-1H-pyrazol-5-amine), C([O-])([O-])=O.[K+].[K+] (potassium carbonate), CN[C@H]1[C@@H](CCCC1)NC (trans-N,N′dimethylcyclohexane-1,2-diamine). The reagents and catalysts are [Cu]I (copper (I) iodide). The solvent is C1(=CC=CC=C1)C (toluene). Conditions: temperature 111 celsius, time 16 hour. The product is C(C)(C)(C)C1=NN(C(=C1)N)C1=CC(=C(C=C1)O[Si](C(C)C)(C(C)C)C(C)C)Cl (3-tert-butyl-1-[3-chloro-4-(triisopropylsilyloxy)phenyl]-1H-pyrazol-5-amine). Yield: 65.8%. Reaction SMILES: [Cl:1][C:2]1[CH:18]=[C:17](I)[CH:16]=[CH:15][C:3]=1[O:4][Si:5]([CH:12]([CH3:14])[CH3:13])([CH:9]([CH3:11])[CH3:10])[CH:6]([CH3:8])[CH3:7].[C:20]([C:24]1[CH:28]=[C:27]([NH2:29])[NH:26][N:25]=1)([CH3:23])([CH3:22])[CH3:21].CN[C@@H]1CCCC[C@H]1NC.C(=O)([O-])[O-].[K+].[K+]>C1(C)C=CC=CC=1.[Cu]I>[C:20]([C:24]1[CH:28]=[C:27]([NH2:29])[N:26]([C:17]2[CH:16]=[CH:15][C:3]([O:4][Si:5]([CH:12]([CH3:14])[CH3:13])([CH:9]([CH3:11])[CH3:10])[CH:6]([CH3:8])[CH3:7])=[C:2]([Cl:1])[CH:18]=2)[N:25]=1)([CH3:23])([CH3:22])[CH3:21] |f:3.4.5|. Procedure: To a solution of aryl iodide of Example 1 (493.6 g, 1.202 moles) in toluene (1000 ml) under nitrogen, was added 3-tert-butyl-1H-pyrazol-5-amine (184.2 g, 1.322 moles) followed by trans-N,N′dimethylcyclohexane-1,2-diamine (16.2 g, 0.240 moles), potassium carbonate (348 g, 2.52 moles) and copper (I) iodide (11.6 g, 0.061 moles). The mixture was heated at 111° C. for 16 hours. After this time the reaction was cooled to 20° C., and partitioned with water (1500 ml) and ethyl acetate (1500 ml). The or... Reactants: petroleum ether ether, C#CCCCCCCC#C (deca-1,9-diyne), C(CCC)[Li] (n-butyllithium), C=O (paraformaldehyde), [Cl-].[NH4+] (ammonium chloride). Run in O1CCCC1 (tetrahydrofuran). Reaction conditions: temperature 0 celsius. Yields the product C(C#CCCCCCCC#C)O (Undeca-2,10-diyn-1-ol). Yield: 50.4%. As a reaction SMILES: [CH:1]#[C:2][CH2:3][CH2:4][CH2:5][CH2:6][CH2:7][CH2:8][C:9]#[CH:10].C([Li])CCC.[CH2:16]=[O:17].[Cl-].[NH4+]>O1CCCC1>[CH2:16]([OH:17])[C:1]#[C:2][CH2:3][CH2:4][CH2:5][CH2:6][CH2:7][CH2:8][C:9]#[CH:10] |f:3.4|. Procedure: To a solution of 13.42 g of deca-1,9-diyne in 300 ml of absolute tetrahydrofuran were added dropwise over one hour while stirring at -40° C. in an atmosphere of dry nitrogen, 59.4 ml of n-butyllithium solution. After stirring for another hour, during which time the mixture was allowed to warm to 0° C., 6.0 g of paraformaldehyde were added and then the mixture was heated to boil under reflux (TLC: petroleum ether/ether--3:2). When the reaction was finished, a saturated solution of ammonium chlori... Reactants: ClC=1OC2=C(N1)C=CC=C2 (2-chlorobenzoxazole), NC1=C(C=C(C=C1)CC(=O)OCC)Cl (ethyl 4-amino-3-chlorophenylacetate). Run in C(Cl)(Cl)Cl (chloroform), C=1(C(=CC=CC1)C)C (xylene). Yields the product O1C(=NC2=C1C=CC=C2)NC2=C(C=C(C=C2)CC(=O)OCC)Cl (ethyl (4-(2-benzoxazolyl)amino-3-chlorophenyl)acetate). Isolated yield 78.9%. As a reaction SMILES: Cl[C:2]1[O:3][C:4]2[CH:10]=[CH:9][CH:8]=[CH:7][C:5]=2[N:6]=1.[NH2:11][C:12]1[CH:17]=[CH:16][C:15]([CH2:18][C:19]([O:21][CH2:22][CH3:23])=[O:20])=[CH:14][C:13]=1[Cl:24]>C1(C)C(C)=CC=CC=1.C(Cl)(Cl)Cl>[O:3]1[C:4]2[CH:10]=[CH:9][CH:8]=[CH:7][C:5]=2[N:6]=[C:2]1[NH:11][C:12]1[CH:17]=[CH:16][C:15]([CH2:18][C:19]([O:21][CH2:22][CH3:23])=[O:20])=[CH:14][C:13]=1[Cl:24]. Procedure: In xylene (10 ml), 2-chlorobenzoxazole (743 μl, 6.51 mmol) and ethyl 4-amino-3-chlorophenylacetate (1.30 g, 6.51 mmol) were heated under reflux for 2 hours. After cooling to room temperature, the reaction mixture was diluted with chloroform (50 ml). The mixture was washed with water, dried over anhydrous sodium sulfate, and distilled under reduced pressure to remove the solvent. The residue was purified by chromatography on a silica gel column, whereby from n-hexane/ethyl acetate (9:1, v/v) elua... Reactants: COC1(C=Cc2ccc(C=O)cc2)OOCCOO1, CO, [H][H]. RXN SMILES: [CH2:1]1[O:2][O:3][C:4]([CH:5]=[CH:6][c:7]2[cH:8][cH:9][c:10]([CH:13]=[O:14])[cH:11][cH:12]2)([O:15][CH3:16])[O:17][O:18][CH2:19]1.[CH3:22][OH:23].[H:20][H:21]>>[CH2:1]1[O:2][O:3][C:4]([CH2:5][CH2:6][c:7]2[cH:8][cH:9][c:10]([CH:13]=[O:14])[cH:11][cH:12]2)([O:15][CH3:16])[O:17][O:18][CH2:19]1. The product is COC1(CCc2ccc(C=O)cc2)OOCCOO1. Starting materials: C1CCOC1, CCOC(=O)N1CCC2C(C1)c1cccc3c1N2C(=O)C(C)N3C(=O)OCC, Cl, O. Product: CCOC(=O)N1CCC2C(C1)c1cccc3c1N2CC(C)N3C(=O)OCC. RXN SMILES: [CH2:30]1[O:31][CH2:32][CH2:33][CH2:34]1.[CH3:1][CH:2]1[N:3]([C:24](=[O:25])[O:26][CH2:27][CH3:28])[c:4]2[cH:5][cH:6][cH:7][c:8]3[c:9]2[N:10]([C:11]1=[O:12])[CH:13]1[CH:14]3[CH2:15][N:16]([C:19](=[O:20])[O:21][CH2:22][CH3:23])[CH2:17][CH2:18]1.[ClH:29].[OH2:35]>>[CH3:1][CH:2]1[N:3]([C:24](=[O:25])[O:26][CH2:27][CH3:28])[c:4]2[cH:5][cH:6][cH:7][c:8]3[c:9]2[N:10]([CH2:11]1)[CH:13]1[CH:14]3[CH2:15][N:16]([C:19](=[O:20])[O:21][CH2:22][CH3:23])[CH2:17][CH2:18]1.